Task: describe an organic reaction: reactants, conditions, products, and yield. Dataset: the Open Reaction Database (ORD), a public repository of structured organic reaction records Reactants: COC=1C=C2C(=CC=NC2=CC1OC)OC1=CC=C(C=C1)N1CC(CC1=O)C(=O)OC (methyl 1-(4-(6,7-dimethoxyquinolin-4-yloxy)phenyl)-5-oxopyrrolidine-3-carboxylate), [OH-].[Na+] (NaOH). Solvent: CO.C1CCOC1 (MeOH THF). Run at time 8 hour. The product is COC=1C=C2C(=CC=NC2=CC1OC)OC1=CC=C(C=C1)N1CC(CC1=O)C(=O)O (1-(4-(6,7-dimethoxyquinolin-4-yloxy)phenyl)-5-oxopyrrolidine-3-carboxylic acid). As a reaction SMILES: [CH3:1][O:2][C:3]1[CH:4]=[C:5]2[C:10](=[CH:11][C:12]=1[O:13][CH3:14])[N:9]=[CH:8][CH:7]=[C:6]2[O:15][C:16]1[CH:21]=[CH:20][C:19]([N:22]2[C:26](=[O:27])[CH2:25][CH:24]([C:28]([O:30]C)=[O:29])[CH2:23]2)=[CH:18][CH:17]=1.[OH-].[Na+]>CO.C1COCC1>[CH3:1][O:2][C:3]1[CH:4]=[C:5]2[C:10](=[CH:11][C:12]=1[O:13][CH3:14])[N:9]=[CH:8][CH:7]=[C:6]2[O:15][C:16]1[CH:17]=[CH:18][C:19]([N:22]2[C:26](=[O:27])[CH2:25][CH:24]([C:28]([OH:30])=[O:29])[CH2:23]2)=[CH:20][CH:21]=1 |f:1.2,3.4|. Procedure details: To a solution of methyl 1-(4-(6,7-dimethoxyquinolin-4-yloxy)phenyl)-5-oxopyrrolidine-3-carboxylate (Step 2, 0.5 ng, 1.18 mmol) in MeOH/THF (2 mL: 2 mL) solution was added 1.77 mL of 1 N NaOH. The reaction was stirred at RT for 8 h. The solution was concentrated in vacuo to dryness and acidified with 1 N HCl. The white precipitate was collected by filtration and washed with 50% EtOAc/hexanes to give the title compound as white solid. MS (ESI pos. ion) m/z: 409.3 (M+H). Calc'd Exact Mass for C22H2... Reactants: ice, O (water), ClCCCCC(=O)Cl (5-chloro-pentanoylchloride), NC1=C(C=C(C(=O)OC)C=C1)Cl (methyl 4-amino-3-chloro-benzoate), TEA. Solvent: C1CCOC1 (THF), C1CCOC1 (THF). Run at temperature 50 celsius, time 3 hour. Yields the product ClC=1C=C(C(=O)OC)C=CC1NC(CCCCCl)=O (methyl 3-chloro-4-(5-chloro-pentanoyl-amino)-benzoate). RXN SMILES: [Cl:1][CH2:2][CH2:3][CH2:4][CH2:5][C:6](Cl)=[O:7].[NH2:9][C:10]1[CH:19]=[CH:18][C:13]([C:14]([O:16][CH3:17])=[O:15])=[CH:12][C:11]=1[Cl:20].O>C1COCC1>[Cl:20][C:11]1[CH:12]=[C:13]([CH:18]=[CH:19][C:10]=1[NH:9][C:6](=[O:7])[CH2:5][CH2:4][CH2:3][CH2:2][Cl:1])[C:14]([O:16][CH3:17])=[O:15]. Procedure: A solution of 696 μl (0.84 g, 5.39 mmol) 5-chloro-pentanoylchloride in 10 ml THF is slowly added dropwise to 1.00 g (5.39 mmol) methyl 4-amino-3-chloro-benzoate in 20 ml THF with 1 ml TEA with stirring in the ice bath. After stirring for 16 hours at ambient temperature, for 3 hours at 50° C. and for 3 hours at reflux temperature the mixture is poured into water and extracted with ethyl acetate. After the organic phases have been dried over sodium sulphate the mixture is evaporated down i. vac. a... The reactants are [Br-], CC(C)(C)[Si](C)(C)Oc1ccc(C2CCC(=O)CC2)c(O[Si](C)(C)C(C)(C)C)c1, CC(C)(C)[O-], C[P+](c1ccccc1)(c1ccccc1)c1ccccc1, [K+], C1CCOC1. Yields the product C=C1CCC(c2ccc(O[Si](C)(C)C(C)(C)C)cc2O[Si](C)(C)C(C)(C)C)CC1. Reaction SMILES: [Br-:36].[C:7]([CH3:8])([CH3:9])([CH3:10])[Si:11]([O:12][c:13]1[c:14]([CH:27]2[CH2:28][CH2:29][C:30](=[O:33])[CH2:31][CH2:32]2)[cH:15][cH:16][c:17]([O:19][Si:20]([CH3:21])([CH3:22])[C:23]([CH3:24])([CH3:25])[CH3:26])[cH:18]1)([CH3:34])[CH3:35].[CH3:1][C:2]([CH3:3])([O-:4])[CH3:5].[CH3:37][P+:38]([c:39]1[cH:40][cH:41][cH:42][cH:43][cH:44]1)([c:45]1[cH:46][cH:47][cH:48][cH:49][cH:50]1)[c:51]1[cH:52][cH:53][cH:54][cH:55][cH:56]1.[K+:6].[O:57]1[CH2:58][CH2:59][CH2:60][CH2:61]1>>[CH2:1]=[C:30]1[CH2:29][CH2:28][CH:27]([c:14]2[c:13]([O:12][Si:11]([C:7]([CH3:8])([CH3:9])[CH3:10])([CH3:34])[CH3:35])[cH:18][c:17]([O:19][Si:20]([CH3:21])([CH3:22])[C:23]([CH3:24])([CH3:25])[CH3:26])[cH:16][cH:15]2)[CH2:32][CH2:31]1. Starting materials: NCCC1=CNC=N1 (histamine), CSC1=NC=2N(C(N1)=O)N=CC2 (2-methylthio-4-oxo-3H-pyrazolo(1,5-a)-1,3,5-triazine). Solvent: C=1(C(=CC=CC1)C)C (xylene). The product is N1C=NC(=C1)CCNC1NC=2N(C(N1)=O)N=CC2 (2-(4-imidazolylethylamino)-4-oxo-1H,3H-pyrazolo(1,5-a)-1,3,5-triazine). The yield is 49.1%. Reaction SMILES: [NH2:1][CH2:2][CH2:3][C:4]1[N:8]=[CH:7][NH:6][CH:5]=1.CS[C:11]1[NH:16][C:15](=[O:17])[N:14]2[N:18]=[CH:19][CH:20]=[C:13]2[N:12]=1>C1(C)C(C)=CC=CC=1>[NH:6]1[CH:5]=[C:4]([CH2:3][CH2:2][NH:1][CH:11]2[NH:16][C:15](=[O:17])[N:14]3[N:18]=[CH:19][CH:20]=[C:13]3[NH:12]2)[N:8]=[CH:7]1. Procedure details: A mixture of 135 mg of free histamine and 180 mg of 2-methylthio-4-oxo-3H-pyrazolo(1,5-a)-1,3,5-triazine in 10 ml of xylene is refluxed for 22 hrs. After evaporation of the solvent in vacuo, the pale pink residue is triturated with water and alcohol, filtered, washed with ether and dried to yield 120 mg of purified product. TLC (silica gel CHCl3 /MeOH/triethylamine=3:1:0-5) Rf=0.14. The reactants are N(=NC(=O)OC(C)C)C(=O)OC(C)C (diisopropyl azodicarboxylate), BrC1=C(C(=C(C=C1)NC(C(F)(F)F)=O)[N+](=O)[O-])F (N-(4-bromo-3-fluoro-2-nitrophenyl)-2,2,2-trifluoroacetamide), C1(=CC=CC=C1)P(C1=CC=CC=C1)C1=CC=CC=C1 (triphenylphosphine), CO (methanol). The solvent is O1CCCC1 (tetrahydrofuran). Reaction SMILES: [Br:1][C:2]1[CH:7]=[CH:6][C:5]([NH:8][C:9](=O)C(F)(F)F)=[C:4]([N+:15]([O-:17])=[O:16])[C:3]=1[F:18].C1(P(C2C=CC=CC=2)C2C=CC=CC=2)C=CC=CC=1.CO.N(C(OC(C)C)=O)=NC(OC(C)C)=O>O1CCCC1>[Br:1][C:2]1[CH:7]=[CH:6][C:5]([NH:8][CH3:9])=[C:4]([N+:15]([O-:17])=[O:16])[C:3]=1[F:18]. Reported procedure: A solution of N-(4-bromo-3-fluoro-2-nitrophenyl)-2,2,2-trifluoroacetamide (3.42 g, 10.3 mmol) and triphenylphosphine (3.79 g, 14.4 mmol) in tetrahydrofuran (31.0 mL) at 0° C. was treated with methanol (1.67 mL, 41.3 mmol) followed by dropwise addition of diisopropyl azodicarboxylate (2.84 mL, 14.4 mmol), and the resultant reaction mixture was stirred at RT for 2 h. The reaction mixture was quenched with water (10 mL), concentrated in vacuo to remove most of the THF. Water (200 mL) was added and ... Product: BrC1=C(C(=C(NC)C=C1)[N+](=O)[O-])F (4-Bromo-3-fluoro-N-methyl-2-nitroaniline). Yield: 95.9%. Run at time 2 hour. Starting materials: O=C([O-])[O-], CC(C)N, CC1CCC(C(C)C)C(OCCN(C)CCCl)C1, CC(C)O, Cl, [K+], [K+], O. The product is CC1CCC(C(C)C)C(OCCN(C)CCNC(C)C)C1. Reaction SMILES: [C:28](=[O:29])([O-:30])[O-:31].[CH3:24][CH:25]([CH3:26])[NH2:27].[CH3:2][CH:3]1[CH2:4][CH:5]([O:12][CH2:13][CH2:14][N:15]([CH3:16])[CH2:17][CH2:18][Cl:19])[CH:6]([CH:9]([CH3:10])[CH3:11])[CH2:7][CH2:8]1.[CH:20]([OH:21])([CH3:22])[CH3:23].[ClH:1].[K+:32].[K+:33].[OH2:34]>>[CH3:2][CH:3]1[CH2:4][CH:5]([O:12][CH2:13][CH2:14][N:15]([CH3:16])[CH2:17][CH2:18][NH:27][CH:25]([CH3:24])[CH3:26])[CH:6]([CH:9]([CH3:10])[CH3:11])[CH2:7][CH2:8]1. The reactants are Cl (hydrochloric acid), C(C)(C)(C)OC(=O)CON=C(C(=O)NC1[C@@H]2N(C(=C(CS2)C=C)C(=O)OC(C2=CC=CC=C2)C2=CC=CC=C2)C1=O)C=1N=C(SC1)N (benzhydryl 7-[2-(tert-butoxycarbonylmethoxyimino)-2-(2-aminothiazol-4-yl)acetamido]-3-vinyl-3-cephem-4-carboxylate), C(C)(C)OC(C)C (diisopropyl ether). The solvent is C(=O)O (formic acid). Conditions: time 2.5 hour. Yields the product Cl.C(=O)(O)CON=C(C(=O)NC1[C@@H]2N(C(=C(CS2)C=C)C(=O)O)C1=O)C=1N=C(SC1)N (7-[2-carboxymethoxyimino-2-(2-aminothiazol-4-yl)acetamido]-3-vinyl-3-cephem-4-carboxylic acid mono-hydrochloride). The yield is 73.6%. As a reaction SMILES: [ClH:1].C([O:6][C:7]([CH2:9][O:10][N:11]=[C:12]([C:43]1[N:44]=[C:45]([NH2:48])[S:46][CH:47]=1)[C:13]([NH:15][CH:16]1[C:41](=[O:42])[N:18]2[C:19]([C:25]([O:27]C(C3C=CC=CC=3)C3C=CC=CC=3)=[O:26])=[C:20]([CH:23]=[CH2:24])[CH2:21][S:22][C@H:17]12)=[O:14])=[O:8])(C)(C)C.C(OC(C)C)(C)C>C(O)=O>[ClH:1].[C:7]([CH2:9][O:10][N:11]=[C:12]([C:43]1[N:44]=[C:45]([NH2:48])[S:46][CH:47]=1)[C:13]([NH:15][CH:16]1[C:41](=[O:42])[N:18]2[C:19]([C:25]([OH:27])=[O:26])=[C:20]([CH:23]=[CH2:24])[CH2:21][S:22][C@H:17]12)=[O:14])([OH:8])=[O:6] |f:4.5|. Procedure: Conc. hydrochloric acid (0.18 g) was added to a solution of benzhydryl 7-[2-(tert-butoxycarbonylmethoxyimino)-2-(2-aminothiazol-4-yl)acetamido]-3-vinyl-3-cephem-4-carboxylate (syn isomer) (3.0 g) in formic acid (12 ml) at 10° C. and stirred for 2.5 hours at ambient temperature. The reaction mixture was poured into diisopropyl ether (100 ml). The precipitates were collected by filtration, washed with diisopropyl ether and dried to give 7-[2-carboxymethoxyimino-2-(2-aminothiazol-4-yl)acetamido]-3-... The reactants are N#CC1(C(=O)O)CCOCC1, Cl, CN(C(=O)N(C)C1CNCC1c1ccc(F)cc1)c1cc(C(F)(F)F)cc(C(F)(F)F)c1. The product is CN(C(=O)N(C)C1CN(C(=O)C2(C#N)CCOCC2)CC1c1ccc(F)cc1)c1cc(C(F)(F)F)cc(C(F)(F)F)c1. As a reaction SMILES: [C:34](#[N:35])[C:36]1([C:42](=[O:43])[OH:44])[CH2:37][CH2:38][O:39][CH2:40][CH2:41]1.[ClH:1].[F:2][C:3]([c:4]1[cH:5][c:6]([N:14]([C:15](=[O:16])[N:17]([CH3:18])[CH:19]2[CH2:20][NH:21][CH2:22][CH:23]2[c:24]2[cH:25][cH:26][c:27]([F:30])[cH:28][cH:29]2)[CH3:31])[cH:7][c:8]([C:10]([F:11])([F:12])[F:13])[cH:9]1)([F:32])[F:33]>>[F:2][C:3]([c:4]1[cH:5][c:6]([N:14]([C:15](=[O:16])[N:17]([CH3:18])[CH:19]2[CH2:20][N:21]([C:42]([C:36]3([C:34]#[N:35])[CH2:37][CH2:38][O:39][CH2:40][CH2:41]3)=[O:43])[CH2:22][CH:23]2[c:24]2[cH:25][cH:26][c:27]([F:30])[cH:28][cH:29]2)[CH3:31])[cH:7][c:8]([C:10]([F:11])([F:12])[F:13])[cH:9]1)([F:32])[F:33]. Reactants: C(CCCCCC)OCCCOCC1=CC=CC=C1 (heptyloxy-3-(phenylmethoxy)propane), C(CCCCCC)OCC(COCC1=CC=CC=C1)O (1-(heptyloxy)-3-(phenylmethoxy)-2-propanol), C=O (paraformaldehyde), Cl (HCl), NC1=NC(=C2NC=NC2=N1)Cl (2-amino-6-chloropurine), C[Si](N[Si](C)(C)C)(C)C (hexamethyldisilazane), S(=O)(=O)([O-])[O-].[NH4+].[NH4+] (ammonium sulfate). Run in C(Cl)Cl (CH2Cl2), C1(=CC=CC=C1)C (toluene). Reaction conditions: temperature 80 celsius, time 8 hour. The product is ClC1=NC=C2NC=NC2=N1 (chloropurine). Reaction SMILES: N[C:2]1[N:10]=[C:9]2[C:5]([NH:6][CH:7]=[N:8]2)=[C:4](Cl)[N:3]=1.C[Si](C)(C)N[Si](C)(C)C.S([O-])([O-])(=O)=O.[NH4+].[NH4+].C(OCCCOCC1C=CC=CC=1)CCCCCC.C(OCC(O)COCC1C=CC=CC=1)CCCCCC.C=O.[ClH:69]>C(Cl)Cl.C1(C)C=CC=CC=1>[Cl:69][C:2]1[N:10]=[C:9]2[C:5]([NH:6][CH:7]=[N:8]2)=[CH:4][N:3]=1 |f:2.3.4|. Reported procedure: A mixture of 2-amino-6-chloropurine (Aldrich Chemical Co.) 11.2 g, 0.066 mol) hexamethyldisilazane (160 ml), and ammonium sulfate (1.09 g) is refluxed for 2.5 hours and then cooled, concentrated and pumped to dryness. The residue is dissolved in dry toluene (210 ml) and is treated with Hg(CN)2. The mixture is heated to 80° C. and a solution of 2-(chloromethoxy)-1-(heptyloxy-3-(phenylmethoxy)propane (prepared from 1-(heptyloxy)-3-(phenylmethoxy)-2-propanol (19 g, 0.068 mol), paraformaldehyde (4 g...